Dataset: the Open Reaction Database (ORD), a public repository of structured organic reaction records. Task: describe an organic reaction: reactants, conditions, products, and yield Reactants: [Si](C)(C)(C(C)(C)C)OCC1(N(CC(=C1)C1=C(C=CC(=C1)F)F)C(=O)N(C1CCNCC1)C)C1=CC=CC=C1 (2-({[tert-butyl(dimethyl)silyl]oxy}methyl)-4-(2,5-difluorophenyl)-N-methyl-2-phenyl-N-piperidin-4-yl-2,5-dihydro-1H-pyrrole-1-carboxamide), BrCCF (1-bromo-2-fluoroethane), [H-].[Na+] (NaH), [H-].[Na+] (NaH), [Br-] (bromide), FC(C(=O)O)(F)F (trifluoroacetic acid). The solvent is CN(C)C=O (DMF). Conditions: time 8 hour. Product: FC1=C(C=C(C=C1)F)C1=C[C@](N(C1)C(=O)N(C)C1CCN(CC1)CCF)(C1=CC=CC=C1)CO ((2S)-4-(2,5-difluorophenyl)-N-[1-(2-fluoroethyl)piperidin-4-yl]-2-(hydroxymethyl)-N-methyl-2-phenyl-2,5-dihydro-1H-pyrrole-1-carboxamide). RXN SMILES: [Si]([O:8][CH2:9][C:10]1([C:33]2[CH:38]=[CH:37][CH:36]=[CH:35][CH:34]=2)[CH:14]=[C:13]([C:15]2[CH:20]=[C:19]([F:21])[CH:18]=[CH:17][C:16]=2[F:22])[CH2:12][N:11]1[C:23]([N:25]([CH3:32])[CH:26]1[CH2:31][CH2:30][NH:29][CH2:28][CH2:27]1)=[O:24])(C(C)(C)C)(C)C.Br[CH2:40][CH2:41][F:42].[H-].[Na+].[Br-].FC(F)(F)C(O)=O>CN(C=O)C>[F:22][C:16]1[CH:17]=[CH:18][C:19]([F:21])=[CH:20][C:15]=1[C:13]1[CH2:12][N:11]([C:23]([N:25]([CH:26]2[CH2:27][CH2:28][N:29]([CH2:40][CH2:41][F:42])[CH2:30][CH2:31]2)[CH3:32])=[O:24])[C@:10]([CH2:9][OH:8])([C:33]2[CH:38]=[CH:37][CH:36]=[CH:35][CH:34]=2)[CH:14]=1 |f:2.3|. Procedure details: To 60 mg (0.11 mmol) of amine 7-2 in DMF at 0° C. was added 13 μL (0.17 mmol) of 1-bromo-2-fluoroethane and 8 mg (0.17 mmol) of NaH (60% dispersion in oil). After warming to room temperature, another portion of NaH and the bromide were added, and the reaction was allowed to stir overnight. LC-MS indicated still 25% unreacted 7-2, so the mixture was heated to 60° C. for several hours. After cooling to room temperature, ˜500 μL of trifluoroacetic acid was added and the mixture was stirred for 1 h.... Reported procedure: The title compound was prepared according to Method C using 2-methylbenzofuran-5-carboxylic acid (Chembridge) and N′-hydroxynicotinimidamide (Tyger). 1H NMR (300 MHz, DMSO-d6) δ 3.33 (s, 3 H), 6.58-6.97 (m, 1 H), 7.66 (ddd, J=8.0, 4.9, 1.0 Hz, 1 H), 7.78 (d, J=8.5 Hz, 1 H), 8.40-8.55 (m, 2 H), 8.82 (dd, J=4.7, 1.7 Hz, 1 H), 9.27 (dd, J=2.2, 0.8 Hz, 1 H) ppm; MS (DCI/NH3) m/z 278 (M+H)+. Reactants: CC=1OC2=C(C1)C=C(C=C2)C(=O)O (2-methylbenzofuran-5-carboxylic acid), ON=C(C1=CN=CC=C1)N (N′-hydroxynicotinimidamide), N (NH3). Reaction SMILES: [CH3:1][C:2]1[O:3][C:4]2[CH:10]=[CH:9][C:8]([C:11]([OH:13])=O)=[CH:7][C:5]=2[CH:6]=1.O[N:15]=[C:16]([NH2:23])[C:17]1[CH:22]=[CH:21][CH:20]=[N:19][CH:18]=1.N>>[CH3:1][C:2]1[O:3][C:4]2[CH:10]=[CH:9][C:8]([C:11]3[O:13][N:23]=[C:16]([C:17]4[CH:18]=[N:19][CH:20]=[CH:21][CH:22]=4)[N:15]=3)=[CH:7][C:5]=2[CH:6]=1. Product: CC=1OC2=C(C1)C=C(C=C2)C2=NC(=NO2)C=2C=NC=CC2 (5-(2-methylbenzofuran-5-yl)-3-(pyridin-3-yl)-1,2,4-oxadiazole). Starting materials: FC(C(=O)NCC(=O)O)(F)F (N-Trifluoroacetylglycine), ON1C(CCC1=O)=O (N-hydroxysuccinimide), C1(CCCCC1)N=C=NC1CCCCC1 (dicyclohexylcarbodiimide). Run in C(Cl)Cl (CH2Cl2), C(Cl)Cl (CH2Cl2). Reaction conditions: time 8 hour. Yields the product FC(C(=O)NCC(=O)OC1C(=O)NC(C1)=O)(F)F (N-Trifluoroacetylglycyloxy Succinimide). As a reaction SMILES: [F:1][C:2]([F:11])([F:10])[C:3]([NH:5][CH2:6][C:7]([OH:9])=[O:8])=[O:4].O[N:13]1[C:17](=[O:18])[CH2:16][CH2:15][C:14]1=[O:19].C1(N=C=NC2CCCCC2)CCCCC1>C(Cl)Cl>[F:1][C:2]([F:10])([F:11])[C:3]([NH:5][CH2:6][C:7]([O:9][CH:15]1[CH2:16][C:17](=[O:18])[NH:13][C:14]1=[O:19])=[O:8])=[O:4]. Procedure: N-Trifluoroacetylglycine (684 mg) and N-hydroxysuccinimide (480 mg) in 5 ml of dry CH2Cl2 at 50° C. are treated with a solution of 915 mg dicyclohexylcarbodiimide (4.43 mmol) in 5 ml of CH2Cl2. The mixture is stirred at room temperature overnight, is then filtered and evaporated to produce the named compound which can be used in subsequent reactions without further purification.